Task: describe an organic reaction: reactants, conditions, products, and yield. Dataset: the Open Reaction Database (ORD), a public repository of structured organic reaction records The reactants are CS(=O)(=O)c1ccccc1S(=O)(=O)Cl, Nc1ccc2[nH]nc(C(=O)Nc3ccccc3)c2c1, c1ccncc1. Product: CS(=O)(=O)c1ccccc1S(=O)(=O)Nc1ccc2[nH]nc(C(=O)Nc3ccccc3)c2c1. Reaction SMILES: [CH3:20][S:21](=[O:22])(=[O:23])[c:24]1[c:25]([S:30](=[O:31])(=[O:32])[Cl:33])[cH:26][cH:27][cH:28][cH:29]1.[c:1]1([NH:7][C:8](=[O:9])[c:10]2[n:11][nH:12][c:13]3[cH:14][cH:15][c:16]([NH2:19])[cH:17][c:18]23)[cH:2][cH:3][cH:4][cH:5][cH:6]1.[cH:34]1[cH:35][cH:36][n:37][cH:38][cH:39]1>>[c:1]1([NH:7][C:8](=[O:9])[c:10]2[n:11][nH:12][c:13]3[cH:14][cH:15][c:16]([NH:19][S:30]([c:25]4[c:24]([S:21]([CH3:20])(=[O:22])=[O:23])[cH:29][cH:28][cH:27][cH:26]4)(=[O:31])=[O:32])[cH:17][c:18]23)[cH:2][cH:3][cH:4][cH:5][cH:6]1. Reactants: CC(C)(C)OC(=O)NC1(C)CCC(C(=O)N2CCCCC2)C1(C)C, CCOC(C)=O, Cl. Product: CC1(N)CCC(C(=O)N2CCCCC2)C1(C)C, Cl. As a reaction SMILES: [CH3:1][C:2]1([NH:17][C:18](=[O:19])[O:20][C:21]([CH3:22])([CH3:23])[CH3:24])[C:3]([CH3:15])([CH3:16])[CH:4]([C:7](=[O:8])[N:9]2[CH2:10][CH2:11][CH2:12][CH2:13][CH2:14]2)[CH2:5][CH2:6]1.[CH3:26][CH2:27][O:28][C:29](=[O:30])[CH3:31].[ClH:25]>>[CH3:1][C:2]1([NH2:17])[C:3]([CH3:15])([CH3:16])[CH:4]([C:7](=[O:8])[N:9]2[CH2:10][CH2:11][CH2:12][CH2:13][CH2:14]2)[CH2:5][CH2:6]1.[ClH:25]. Starting materials: CCOC(C)=O, CC(C)(C)OC(=O)N1CCC(C(O)c2ccc(Cl)cc2)CC1, CN(C)CCCl, Cl, [H-], [Na+], CN(C)C=O. The product is CN(C)CCOC(c1ccc(Cl)cc1)C1CCN(C(=O)OC(C)(C)C)CC1. As a reaction SMILES: [CH3:37][CH2:38][O:39][C:40]([CH3:41])=[O:42].[Cl:1][c:2]1[cH:3][cH:4][c:5]([CH:8]([CH:9]2[CH2:10][CH2:11][N:12]([C:15](=[O:16])[O:17][C:18]([CH3:19])([CH3:20])[CH3:21])[CH2:13][CH2:14]2)[OH:22])[cH:6][cH:7]1.[Cl:26][CH2:27][CH2:28][N:29]([CH3:30])[CH3:31].[ClH:25].[H-:23].[Na+:24].[O:32]=[CH:33][N:34]([CH3:35])[CH3:36]>>[Cl:1][c:2]1[cH:3][cH:4][c:5]([CH:8]([CH:9]2[CH2:10][CH2:11][N:12]([C:15](=[O:16])[O:17][C:18]([CH3:19])([CH3:20])[CH3:21])[CH2:13][CH2:14]2)[O:22][CH2:27][CH2:28][N:29]([CH3:30])[CH3:31])[cH:6][cH:7]1.